From a dataset of the Open Reaction Database (ORD), a public repository of structured organic reaction records. describe an organic reaction: reactants, conditions, products, and yield Reactants: C1(C=2C(C(N1CC1=C(C=CC=C1)C=1C(=CC=CC1)C(=O)O)=O)=CC=CC2)=O (2′-phthalimidomethylbiphenyl-2-carboxylic acid), N1=C(C=CC=C1)CCN (2-(2-pyridyl)ethylamine), C=1C=CC2=C(C1)N=NN2O (HOBT), CC(N=C=NC(C)C)C (DIC). Yields the product N1=C(C=CC=C1)CCNC(=O)C=1C(=CC=CC1)C1=C(C=CC=C1)CN1C(C=2C(C1=O)=CC=CC2)=O (2′-phthalimidomethylbiphenyl-2-carboxylic acid 2-(2-pyridyl)ethylamide). Reaction SMILES: [C:1]1(=[O:27])[N:5]([CH2:6][C:7]2[CH:12]=[CH:11][CH:10]=[CH:9][C:8]=2[C:13]2[C:14]([C:19]([OH:21])=O)=[CH:15][CH:16]=[CH:17][CH:18]=2)[C:4](=[O:22])[C:3]2=[CH:23][CH:24]=[CH:25][CH:26]=[C:2]12.[N:28]1[CH:33]=[CH:32][CH:31]=[CH:30][C:29]=1[CH2:34][CH2:35][NH2:36].C1C=CC2N(O)N=NC=2C=1.CC(C)N=C=NC(C)C>>[N:28]1[CH:33]=[CH:32][CH:31]=[CH:30][C:29]=1[CH2:34][CH2:35][NH:36][C:19]([C:14]1[C:13]([C:8]2[CH:9]=[CH:10][CH:11]=[CH:12][C:7]=2[CH2:6][N:5]2[C:4](=[O:22])[C:3]3=[CH:23][CH:24]=[CH:25][CH:26]=[C:2]3[C:1]2=[O:27])=[CH:18][CH:17]=[CH:16][CH:15]=1)=[O:21]. Procedure: From 10 g (28 mmol) of 2′-phthalimidomethylbiphenyl-2-carboxylic acid (precursor 2), by reaction with 2-(2-pyridyl)ethylamine in the presence of HOBT and DIC, 13 g of 2′-phthalimidomethylbiphenyl-2-carboxylic acid 2-(2-pyridyl)ethylamide were obtained; m.p. 155° C. The product was suspended in 300 ml of methanol and treated with 20 ml of hydrazine hydrate. After stirring at 40° C. for 1 h, the cooled reaction mixture was filtered. The filtrate was concentrated and the residue was taken up in EA.... Reactants: CN(S(=O)(=O)N1C=NC(=C1)CC=1SC=CC1)C (4-thiophen-2-ylmethyl-imidazole-1-sulfonic acid dimethylamide), [OH-].[Na+] (NaOH). Solvent: Cl (HCl). The product is S1C(=CC=C1)CC=1N=CNC1 (4-thiophen-2-ylmethyl-1H-imidazole). Isolated yield 75.1%. RXN SMILES: CN(C)S([N:6]1[CH:10]=[C:9]([CH2:11][C:12]2[S:13][CH:14]=[CH:15][CH:16]=2)[N:8]=[CH:7]1)(=O)=O.[OH-].[Na+]>Cl>[S:13]1[CH:14]=[CH:15][CH:16]=[C:12]1[CH2:11][C:9]1[N:8]=[CH:7][NH:6][CH:10]=1 |f:1.2|. Procedure: A solution of 4-thiophen-2-ylmethyl-imidazole-1-sulfonic acid dimethylamide (Intermediate-E2) (0.44 g) in 1.5 M HCl (10 mL) was heated to reflux for 3 h. The mixture was cooled to rt and basified with NaOH solution; The mixture was extracted with ethyl acetate (2×) and the organic solution was dried over Na2SO4, filtered and evaporated to give 4-thiophen-2-ylmethyl-1H-imidazole (Intermediate-E3) as a white solid ˜0.2 g.